From a dataset of the Open Reaction Database (ORD), a public repository of structured organic reaction records. describe an organic reaction: reactants, conditions, products, and yield Reactants: C(CCC)[Li] (Butyl lithium), BrC1=CC=C(C=C1)F (1-bromo-4-fluoro benzene), FC1=NC(=CC=C1)F (2,6-Difluoropyridine). The solvent is C(C)OCC (diethyl ether). Reaction conditions: temperature -40 celsius, time 60 minute. Yields the product FC1=NC(=CC=C1)C1=CC=C(C=C1)F (2-fluoro-6-(4'-fluorophenyl)-pyridine). Yield: 41.4%. As a reaction SMILES: C([Li])CCC.Br[C:7]1[CH:12]=[CH:11][C:10]([F:13])=[CH:9][CH:8]=1.[F:14][C:15]1[CH:20]=[CH:19][CH:18]=[C:17](F)[N:16]=1>C(OCC)C>[F:14][C:15]1[CH:20]=[CH:19][CH:18]=[C:17]([C:7]2[CH:12]=[CH:11][C:10]([F:13])=[CH:9][CH:8]=2)[N:16]=1. Reported procedure: Butyl lithium (105.0 ml, 0.26 mol, 2.5M solution in hexane) is added to a solution of 1-bromo-4-fluoro benzene (34. 3 ml, 0.31 mol) in anhydrous diethyl ether (200 ml) at -20° C. The mixture is stirred for 60 min and then chilled to -40° C. 2,6-Difluoropyridine (22.7 ml, 0.25 mol) is added and the reaction mixture is allowed to warm to ambient temperature. Subsequently, the mixture is washed with saturated aqueous ammonium chloride (300 ml). The layers are separated and the aqueous layer is wash... Reactants: O=C([O-])[O-], CCCOCCCl, CN(C)C=O, [K+], [K+], O, O=C(O)c1ccc(O)cc1. Product: CCCOCCOc1ccc(C(=O)O)cc1. Reaction SMILES: [C:11](=[O:12])([O-:13])[O-:14].[CH2:17]([CH2:18][CH3:19])[O:20][CH2:21][CH2:22][Cl:23].[CH3:25][N:26]([CH3:27])[CH:28]=[O:29].[K+:15].[K+:16].[OH2:24].[OH:1][C:2](=[O:3])[c:4]1[cH:5][cH:6][c:7]([OH:8])[cH:9][cH:10]1>>[OH:1][C:2](=[O:3])[c:4]1[cH:5][cH:6][c:7]([O:8][CH2:22][CH2:21][O:20][CH2:17][CH2:18][CH3:19])[cH:9][cH:10]1. The reactants are CN1N=C(C=C1OS(=O)(=O)C1=CC=C(C=C1)C)C1=CC=CC=C1 (toluene-4-sulfonic acid 2-methyl-5-phenyl-2H-pyrazol-3-yl ester), C1(=CC=CC=C1)C#C (phenylacetylene). Run in CCCCCCC.C(Cl)Cl (heptane DCM). Product: CN1N=C(C=C1C#CC1=CC=CC=C1)C1=CC=CC=C1 (1-Methyl-3-phenyl-5-phenylethynyl-1H-pyrazole). As a reaction SMILES: [CH3:1][N:2]1[C:6](OS(C2C=CC(C)=CC=2)(=O)=O)=[CH:5][C:4]([C:18]2[CH:23]=[CH:22][CH:21]=[CH:20][CH:19]=2)=[N:3]1.[C:24]1([C:30]#[CH:31])[CH:29]=[CH:28][CH:27]=[CH:26][CH:25]=1>CCCCCCC.C(Cl)Cl>[CH3:1][N:2]1[C:6]([C:31]#[C:30][C:24]2[CH:29]=[CH:28][CH:27]=[CH:26][CH:25]=2)=[CH:5][C:4]([C:18]2[CH:19]=[CH:20][CH:21]=[CH:22][CH:23]=2)=[N:3]1 |f:2.3|. Procedure: This product was prepared from toluene-4-sulfonic acid 2-methyl-5-phenyl-2H-pyrazol-3-yl ester and phenylacetylene. Chromatography eluent: heptane/DCM 1:1; yield (64 mg, 50%); 1H NMR δ (CDCl3): 7.78 (d, J=8.22 Hz, 2H), 7.65-7.57 (m 5H), 7.43-7.34 (m, 3H), 6.63 (s, 1H), 3.98 (s, 3H); LCMS m/z: 258. Reactants: C(CCC)C1=NC2=CC=C(C=C2C(N1CC1=CC=C(C=C1)C1=C(C=CC=C1)C1=NN=NN1COC)=O)OCCCl (2-butyl-6-(2-chloroethyloxy)-3-[[2'-(N-methoxymethyltetrazol-5-yl)biphenyl-4-yl]methyl]-4(3H)-quinazolinone), [I-].[Na+] (sodium iodide), C(C)(=O)[O-].[Na+] (sodium acetate). Run in CN(C)C=O (DMF). Run at temperature 80 celsius, time 3 day. The product is C(C)(=O)OCCOC=1C=C2C(N(C(=NC2=CC1)CCCC)CC1=CC=C(C=C1)C1=C(C=CC=C1)C1=NN=NN1COC)=O (6-(2-Acetoxyethyloxy)-2-butyl-3-[[2'-(N-methoxymethyltetrazol-5-yl)biphenyl-4-yl]methyl]-4(3H)-quinazolinone). The yield is 68.3%. Reaction SMILES: [CH2:1]([C:5]1[N:14]([CH2:15][C:16]2[CH:21]=[CH:20][C:19]([C:22]3[CH:27]=[CH:26][CH:25]=[CH:24][C:23]=3[C:28]3[N:32]([CH2:33][O:34][CH3:35])[N:31]=[N:30][N:29]=3)=[CH:18][CH:17]=2)[C:13](=[O:36])[C:12]2[C:7](=[CH:8][CH:9]=[C:10]([O:37][CH2:38][CH2:39]Cl)[CH:11]=2)[N:6]=1)[CH2:2][CH2:3][CH3:4].[I-].[Na+].[C:43]([O-:46])(=[O:45])[CH3:44].[Na+]>CN(C=O)C>[C:43]([O:46][CH2:39][CH2:38][O:37][C:10]1[CH:11]=[C:12]2[C:7](=[CH:8][CH:9]=1)[N:6]=[C:5]([CH2:1][CH2:2][CH2:3][CH3:4])[N:14]([CH2:15][C:16]1[CH:21]=[CH:20][C:19]([C:22]3[CH:27]=[CH:26][CH:25]=[CH:24][C:23]=3[C:28]3[N:32]([CH2:33][O:34][CH3:35])[N:31]=[N:30][N:29]=3)=[CH:18][CH:17]=1)[C:13]2=[O:36])(=[O:45])[CH3:44] |f:1.2,3.4|. Procedure: A mixture of 2-butyl-6-(2-chloroethyloxy)-3-[[2'-(N-methoxymethyltetrazol-5-yl)biphenyl-4-yl]methyl]-4(3H)-quinazolinone (0.59 g), sodium iodide (0.16 g) and sodium acetate (0.87 g) in DMF (15 ml) was stirred at 80° C. for 3 days. The reaction mixture was concentrated to dryness and the residue was extracted with ethyl acetate. The extract was washed with water, dried and concentrated to dryness. The residue was purified by column chromatography on silica gel to give a colorless oil (0.42 g, 68%... Starting materials: C(C)(=O)OCC (ethyl acetate), IC=1C=C(C=CC1)C(=O)C1=CC=2C(CCC(C2C=C1)(C)C)(C)C (3-iodophenyl-(5,5,8,8-tetramethyl-5,6,7,8-tetrahydro-2-naphthyl)methanone), C(CCC)N(CCCC)CCCC (tributylamine), [C]=O (carbon monoxide). The reagents and catalysts are C(C)(=O)[O-].C(C)(=O)[O-].[Pd+2] (palladium diacetate). The solvent is CO (methanol). Product: CC1(C=2C=CC(=CC2C(CC1)(C)C)C(=O)C=1C=C(C(=O)OC)C=CC1)C (Methyl 3-(5,5,8,8-tetramethyl-5,6,7,8-tetrahydro-2-naphthylcarbonyl)benzoate). RXN SMILES: I[C:2]1[CH:3]=[C:4]([C:8]([C:10]2[CH:19]=[CH:18][C:17]3[C:16]([CH3:21])([CH3:20])[CH2:15][CH2:14][C:13]([CH3:23])([CH3:22])[C:12]=3[CH:11]=2)=[O:9])[CH:5]=C[CH:7]=1.C(N(CCCC)CCCC)CCC.[C]=O.[C:39]([O:42][CH2:43]C)(=[O:41])[CH3:40]>CO.C([O-])(=O)C.C([O-])(=O)C.[Pd+2]>[CH3:20][C:16]1([CH3:21])[CH2:15][CH2:14][C:13]([CH3:22])([CH3:23])[C:12]2[CH:11]=[C:10]([C:8]([C:4]3[CH:5]=[C:40]([CH:7]=[CH:2][CH:3]=3)[C:39]([O:42][CH3:43])=[O:41])=[O:9])[CH:19]=[CH:18][C:17]1=2 |f:5.6.7,^3:36|. Procedure: A solution of 3-iodophenyl-(5,5,8,8-tetramethyl-5,6,7,8-tetrahydro-2-naphthyl)methanone (10.5 g, 25.1 mmol), palladium diacetate (564 mg, 2.5 mmol) and tributylamine (12 ml, 50.5 mmol) in methanol (500 ml) is heated for 3 h at 100° C. under a pressure of carbon monoxide (3 bar). After concentration on an evaporator under vacuum at 40° C., the oil obtained is diluted in ethyl acetate and washed three times with water. The product is purified by flash chromatography on a column of silica. Starting materials: CCC(c1nc2snc(C)c2c(=O)n1Cc1ccccc1)N(CCCNC(=O)OC(C)(C)C)C(=O)c1ccc(Cl)cc1, ClCCl, O=C(O)C(F)(F)F. Product: CCC(c1nc2snc(C)c2c(=O)n1Cc1ccccc1)N(CCCN)C(=O)c1ccc(Cl)cc1. Reaction SMILES: [C:1]([O:2][C:3](=[O:4])[NH:7][CH2:8][CH2:9][CH2:10][N:11]([C:12]([c:13]1[cH:14][cH:15][c:16]([Cl:19])[cH:17][cH:18]1)=[O:20])[CH:21]([CH2:22][CH3:23])[c:24]1[n:25]([CH2:35][c:36]2[cH:37][cH:38][cH:39][cH:40][cH:41]2)[c:26](=[O:34])[c:27]2[c:28]([n:29]1)[s:30][n:31][c:32]2[CH3:33])([CH3:5])([CH3:6])[CH3:42].[Cl:50][CH2:51][Cl:52].[F:43][C:44]([F:45])([F:46])[C:47]([OH:48])=[O:49]>>[NH2:7][CH2:8][CH2:9][CH2:10][N:11]([C:12]([c:13]1[cH:14][cH:15][c:16]([Cl:19])[cH:17][cH:18]1)=[O:20])[CH:21]([CH2:22][CH3:23])[c:24]1[n:25]([CH2:35][c:36]2[cH:37][cH:38][cH:39][cH:40][cH:41]2)[c:26](=[O:34])[c:27]2[c:28]([n:29]1)[s:30][n:31][c:32]2[CH3:33]. Yield: 24.0%. As a reaction SMILES: Br[C:2](=[CH2:26])[CH2:3][CH:4]([CH:10]1[CH2:15][CH2:14][N:13]([C:16]([O:18][CH2:19][C:20]2[CH:25]=[CH:24][CH:23]=[CH:22][CH:21]=2)=[O:17])[CH2:12][CH2:11]1)[C:5]([O:7][CH2:8][CH3:9])=[O:6].[CH:27]1([Mg]Br)[CH2:29][CH2:28]1.Cl>CCOCC.C1C=CC([PH+]([C]2[CH][CH][CH][CH]2)C2C=CC=CC=2)=CC=1.C1C=CC([PH+]([C]2[CH][CH][CH][CH]2)C2C=CC=CC=2)=CC=1.C(Cl)Cl.Cl[Pd]Cl.[Fe]>[CH:27]1([C:2](=[CH2:26])[CH2:3][CH:4]([CH:10]2[CH2:15][CH2:14][N:13]([C:16]([O:18][CH2:19][C:20]3[CH:25]=[CH:24][CH:23]=[CH:22][CH:21]=3)=[O:17])[CH2:12][CH2:11]2)[C:5]([O:7][CH2:8][CH3:9])=[O:6])[CH2:29][CH2:28]1 |f:4.5.6.7.8,^1:42,43,44,45,46,60,61,62,63,64|. Yields the product C1(CC1)C(CC(C(=O)OCC)C1CCN(CC1)C(=O)OCC1=CC=CC=C1)=C (Benzyl 4-[3-cyclopropyl-1-(ethoxycarbonyl)but-3-en-1-yl]piperidine-1-carboxylate). The reactants are Cl (hydrochloric acid), BrC(CC(C(=O)OCC)C1CCN(CC1)C(=O)OCC1=CC=CC=C1)=C (benzyl 4-[3-bromo-1-(ethoxycarbonyl)but-3-en-1-yl]piperidine-1-carboxylate), C1(CC1)[Mg]Br (cyclopropylmagnesium bromide), C1(CC1)[Mg]Br (cyclopropylmagnesium bromide). Procedure: Dichloro [1,1′-bis(diphenylphosphino)ferrocene]palladium (II) dichloromethane adduct (137 mg, 0.187 mmol) was added to a solution of benzyl 4-[3-bromo-1-(ethoxycarbonyl)but-3-en-1-yl]piperidine-1-carboxylate (795 mg, 1.87 mmol) in ether (6 mL). The reaction mixture was cooled to 0° C. and cyclopropylmagnesium bromide (0.544 g, 3.75 mmol) was added. After 1 h, the mixture was warmed to ambient temperature. After 1 h, the mixture was cooled back to 0° C. and two additional portions of dichloro [1,... Run in CCOCC (ether). Reagents/catalysts: C1=CC=C(C=C1)[PH+](C2=CC=CC=C2)[C]3[CH][CH][CH][CH]3.C1=CC=C(C=C1)[PH+](C2=CC=CC=C2)[C]3[CH][CH][CH][CH]3.C(Cl)Cl.Cl[Pd]Cl.[Fe] (Dichloro [1,1′-bis(diphenylphosphino)ferrocene]palladium (II) dichloromethane adduct), C1=CC=C(C=C1)[PH+](C2=CC=CC=C2)[C]3[CH][CH][CH][CH]3.C1=CC=C(C=C1)[PH+](C2=CC=CC=C2)[C]3[CH][CH][CH][CH]3.C(Cl)Cl.Cl[Pd]Cl.[Fe] (dichloro [1,1′-bis(diphenylphosphino)ferrocene]palladium(II) dichloromethane adduct). Reaction conditions: temperature 0 celsius, time 1 hour. Starting materials: Cc1ccsc1-c1c[nH]c(=O)[nH]c1=O, [H-], CC(C)(C)[Si](C)(C)OCCCCI, [Na+], CN(C)C=O, O. The product is Cc1ccsc1-c1cn(CCCCO[Si](C)(C)C(C)(C)C)c(=O)[nH]c1=O. As a reaction SMILES: [CH3:1][c:2]1[c:3](-[c:7]2[c:8](=[O:14])[nH:9][c:10](=[O:13])[nH:11][cH:12]2)[s:4][cH:5][cH:6]1.[H-:16].[I:17][CH2:18][CH2:19][CH2:20][CH2:21][O:22][Si:23]([CH3:24])([CH3:25])[C:26]([CH3:27])([CH3:28])[CH3:29].[Na+:15].[O:31]=[CH:32][N:33]([CH3:34])[CH3:35].[OH2:30]>>[CH3:1][c:2]1[c:3](-[c:7]2[c:8](=[O:14])[nH:9][c:10](=[O:13])[n:11]([CH2:18][CH2:19][CH2:20][CH2:21][O:22][Si:23]([CH3:24])([CH3:25])[C:26]([CH3:27])([CH3:28])[CH3:29])[cH:12]2)[s:4][cH:5][cH:6]1.